This data is from the Open Reaction Database (ORD), a public repository of structured organic reaction records. The task is: describe an organic reaction: reactants, conditions, products, and yield Reactants: C(C1=CC=CC=C1)OC(=O)C1OCC(OC1)(C)C (5,5-dimethyl-[1,4]dioxane-2-carboxylic acid benzyl ester), C(C)=O (Acetaldehyde), C(C)(C)NC(C)C (N,N-diisopropylamine), C(CCC)[Li] (n-Butyl lithium). Run in O1CCCC1 (tetrahydrofuran), O1CCCC1 (tetrahydrofuran). Run at temperature -78 celsius, time 30 minute. Yields the product C(C1=CC=CC=C1)OC(=O)C1(OCC(OC1)(C)C)C(C)O (2-(1-Hydroxy-ethyl)-5,5-dimethyl-[1,4]dioxane-2-carboxylic acid benzyl ester). RXN SMILES: C(NC(C)C)(C)C.C([Li])CCC.[CH2:13]([O:20][C:21]([CH:23]1[CH2:28][O:27][C:26]([CH3:30])([CH3:29])[CH2:25][O:24]1)=[O:22])[C:14]1[CH:19]=[CH:18][CH:17]=[CH:16][CH:15]=1.[CH:31](=[O:33])[CH3:32]>O1CCCC1>[CH2:13]([O:20][C:21]([C:23]1([CH:31]([OH:33])[CH3:32])[CH2:28][O:27][C:26]([CH3:30])([CH3:29])[CH2:25][O:24]1)=[O:22])[C:14]1[CH:15]=[CH:16][CH:17]=[CH:18][CH:19]=1. Procedure: A solution of N,N-diisopropylamine (530 mg, 0.73 mL, 5.25 mmol) in anhydrous tetrahydrofuran (4 mL) was stirred at −78° C. under nitrogen. n-Butyl lithium (2.1 mL, 5.25 mmol, 2.5 M solution in hexane) was added dropwise and the reaction mixture was stirred at −78° C. for 30 min. A solution of 5,5-dimethyl-[1,4]dioxane-2-carboxylic acid benzyl ester (870 mg, 3.5 mmol) in tetrahydrofuran (8 mL) was added and the reaction mixture was stirred at −78° C. for 20 min. Acetaldehyde (462 mg, 0.6 mL, 10.5...